From a dataset of the Open Reaction Database (ORD), a public repository of structured organic reaction records. describe an organic reaction: reactants, conditions, products, and yield Starting materials: C(C)C(C(=O)N)C(C)=O (2-ethyl-3-ketobutyramide), COC=1C=CC(=CC1)C=O (anisaldehyde), O=C[C@H](O)[C@@H](O)[C@H](O)[C@H](O)CO (glucose), OP(=O)(O)[O-].[K+] (KH2PO4), OP(=O)([O-])[O-].[K+].[K+] (K2HPO4), MgSO4.7H2O, NaNO3, FeSO4.7H2O, [Cl-].[K+] (KCl). Run in C(C)O (ethanol). Run at time 60 hour. Yields the product C(C)[C@H](C(=O)N)[C@H](C)O ((2S,3S)-2 ethyl-3-hydroxybutyramide). The yield is 49.2%. Reaction SMILES: O=C[C@@H]([C@H]([C@@H]([C@@H](CO)O)O)O)O.OP([O-])(O)=O.[K+].OP([O-])([O-])=O.[K+].[K+].[Cl-].[K+].[CH2:28]([CH:30]([C:34](=[O:36])[CH3:35])[C:31]([NH2:33])=[O:32])[CH3:29].COC1C=CC(C=O)=CC=1>C(O)C>[CH2:28]([C@@H:30]([C@@H:34]([OH:36])[CH3:35])[C:31]([NH2:33])=[O:32])[CH3:29] |f:1.2,3.4.5,6.7|. Procedure details: Geotrichum candidum (ATCC 34614) is cultured according to the method of Buisson and Azerad (Tet. Lett. 27, 2631-2634 (1986), herein incorporated by reference) in one liter of a medium of glucose (30 grams), KH2PO4 (1 gram), K2HPO4 (2 grams), corn steep liquor (10 grams) MgSO4.7H2O (0.5 gram), NaNO3 (2 grams), FeSO4.7H2O (0.02 gram), and KCl (0.5 gram) with rotary shaking at 25° C. Two grams of 2-ethyl-3-ketobutyramide are dissolved in 2 ml of 95% ethanol, the resulting solution is added to the c...